Dataset: the Open Reaction Database (ORD), a public repository of structured organic reaction records. Task: describe an organic reaction: reactants, conditions, products, and yield Reactants: ClC=1C=C2C=C(NC2=CC1)C(=O)C(CC1=CC=C(C(=O)OC)C=C1)CCC (Methyl 4-{(2RS)-2-[(5-chloro-1H-indol-2-yl)carbonyl]pentyl}benzoate), [H-].[Na+] (NaH), resultant mixture, C(C)(C)(C)C1=CC=C(CBr)C=C1 (4-tert-butylbenzyl bromide). Run in CN(C)C=O (DMF). Conditions: time 15 minute. Yields the product C(C)(C)(C)C1=CC=C(CN2C(=CC3=CC(=CC=C23)Cl)C(=O)C(CC2=CC=C(C(=O)OC)C=C2)CCC)C=C1 (Methyl 4-((2RS)-2-{[1-(4-tert-butylbenzyl)-5-chloro-1H-indol-2-yl]carbonyl}pentyl)benzoate). As a reaction SMILES: [Cl:1][C:2]1[CH:3]=[C:4]2[C:8](=[CH:9][CH:10]=1)[NH:7][C:6]([C:11]([CH:13]([CH2:25][CH2:26][CH3:27])[CH2:14][C:15]1[CH:24]=[CH:23][C:18]([C:19]([O:21][CH3:22])=[O:20])=[CH:17][CH:16]=1)=[O:12])=[CH:5]2.[H-].[Na+].[C:30]([C:34]1[CH:41]=[CH:40][C:37]([CH2:38]Br)=[CH:36][CH:35]=1)([CH3:33])([CH3:32])[CH3:31]>CN(C=O)C>[C:30]([C:34]1[CH:35]=[CH:36][C:37]([CH2:38][N:7]2[C:8]3[C:4](=[CH:3][C:2]([Cl:1])=[CH:10][CH:9]=3)[CH:5]=[C:6]2[C:11]([CH:13]([CH2:25][CH2:26][CH3:27])[CH2:14][C:15]2[CH:24]=[CH:23][C:18]([C:19]([O:21][CH3:22])=[O:20])=[CH:17][CH:16]=2)=[O:12])=[CH:40][CH:41]=1)([CH3:33])([CH3:31])[CH3:32] |f:1.2|. Procedure details: To a solution of the title compound of Example 3 Step D (240 mg, 0.63 mmol) in DMF (2.5 mL) was added NaH (30 mg, 60% suspension in mineral oil, 0.75 mmol). After 15 min, 4-tert-butylbenzyl bromide (0.126 mL, 0.69 mmol) was added, and the resultant mixture was stirred for 1.5 h, whereupon it was quenched by addition of sat. aq. NH4Cl. The aqueous phase was extracted with EtOAc, and the organic phase was dried over anhydrous Na2SO4 and concentrated in vacuo. Purification by flash chromatography o... Starting materials: CC=1C=C(C2=C(NC3=C(NC2=O)C=C(C(=C3)C)C)N1)C (6,11-dihydro-2,4,8,9-tetramethyl-5H-pyrido[2,3-b][1,5]benzodiazepin-5-one), [H-].[Na+] (sodium hydride), CI (methyl iodide). The solvent is CN(C=O)C (dimethyl formamide), CN(C=O)C (dimethyl formamide). Conditions: temperature 50 celsius, time 30 minute. The product is CC=1C=C(C2=C(NC3=C(N(C2=O)C)C=C(C(=C3)C)C)N1)C (6,11-Dihydro-2,4,6,8,9-pentamethyl-5H-pyrido[2,3-b][1,5]benzodiazepin-5-one). Reaction SMILES: [CH3:1][C:2]1[CH:3]=[C:4]([CH3:20])[C:5]2[C:11](=[O:12])[NH:10][C:9]3[CH:13]=[C:14]([CH3:18])[C:15]([CH3:17])=[CH:16][C:8]=3[NH:7][C:6]=2[N:19]=1.[H-].[Na+].[CH3:23]I>CN(C)C=O>[CH3:1][C:2]1[CH:3]=[C:4]([CH3:20])[C:5]2[C:11](=[O:12])[N:10]([CH3:23])[C:9]3[CH:13]=[C:14]([CH3:18])[C:15]([CH3:17])=[CH:16][C:8]=3[NH:7][C:6]=2[N:19]=1 |f:1.2|. Procedure details: A mixture consisting of 6.7 gm of 6,11-dihydro-2,4,8,9-tetramethyl-5H-pyrido[2,3-b][1,5]benzodiazepin-5-one, 150 ml of dimethyl formamide and 1.4 gm of 50% sodium hydride in mineral oil was stirred at 50° C. in a nitrogen atmosphere for 30 minutes. Thereafter, a solution of 7.1 gm of methyl iodide in 30 ml of dimethyl formamide was added dropwise at room temperature. The resulting mixture was heated on an oil bath at 120° C. for 1 hour, and was then evaporated in vacuo. The residue was admixed w... The reactants are ClC1=C(C=C(C(=C1OC=C=O)OC)OCC1=C(C(=CC=C1OC)F)F)N1C2=NC(=NC(=C2NC1=O)OC)C (9-[2-chloro-5-(2,3-difluoro-6-methoxybenzyloxy)-4-methoxy-carbonylmethoxyphenyl]-6-methoxy-2-methyl-7,9-dihydro-8H-purin-8-one), O1CCCC1 (tetrahydrofuran), C(C)O (ethanol), Cl (hydrochloric acid), [BH4-].[Na+] (sodium borohydride). Reaction conditions: time 8 hour. The product is ClC1=C(C=C(C(=C1)OCCO)OCC1=C(C(=CC=C1OC)F)F)N1C2=NC(=NC(=C2NC1=O)OC)C (9-[2-Chloro-5-(2,3-difluoro-6-methoxybenzyloxy)-4-(2-hydroxyethoxy)phenyl]-6-methoxy-2-methyl-7,9-dihydro-8H-purin-8-one). As a reaction SMILES: [Cl:1][C:2]1[C:7](OC=C=O)=[C:6](OC)[C:5]([O:14][CH2:15][C:16]2[C:21]([O:22][CH3:23])=[CH:20][CH:19]=[C:18]([F:24])[C:17]=2[F:25])=[CH:4][C:3]=1[N:26]1[C:34](=[O:35])[NH:33][C:32]2[C:27]1=[N:28][C:29]([CH3:38])=[N:30][C:31]=2[O:36][CH3:37].[O:39]1[CH2:43][CH2:42]CC1.[BH4-].[Na+].Cl.C([OH:49])C>>[Cl:1][C:2]1[CH:7]=[C:6]([O:49][CH2:42][CH2:43][OH:39])[C:5]([O:14][CH2:15][C:16]2[C:21]([O:22][CH3:23])=[CH:20][CH:19]=[C:18]([F:24])[C:17]=2[F:25])=[CH:4][C:3]=1[N:26]1[C:34](=[O:35])[NH:33][C:32]2[C:27]1=[N:28][C:29]([CH3:38])=[N:30][C:31]=2[O:36][CH3:37] |f:2.3|. Reported procedure: To a mixture of 9-[2-chloro-5-(2,3-difluoro-6-methoxybenzyloxy)-4-methoxy-carbonylmethoxyphenyl]-6-methoxy-2-methyl-7,9-dihydro-8H-purin-8-one (0.58 g) in ethanol (15 mL)-tetrahydrofuran (7.5 mL) was added sodium borohydride (0.2 g), and the mixture was stirred at room temperature overnight. The reaction mixture was poured into 1 mol/L hydrochloric acid, and the resulting mixture was extracted with ethyl acetate. The extract was washed with water and brine, and dried over anhydrous sodium sulfat... Starting materials: solution, COC=1C=C(CN2C(N(C3=CC=C(C=C3C2=O)C=C)C2CCOCC2)=O)C=CC1OC (3-(3,4-dimethoxybenzyl)-6-ethenyl-1-(tetrahydro-2H-pyran-4-yl)quinazoline-2,4(1H,3H)-dione), [OH-].[Na+] (sodium hydroxide), OO (hydrogen peroxide). Solvent: C1CCOC1 (THF), C1CCOC1 (THF). Run at time 1 hour. Yields the product ( 40/60 ), COC=1C=C(CN2C(N(C3=CC=C(C=C3C2=O)CCO)C2CCOCC2)=O)C=CC1OC (3-(3,4-dimethoxybenzyl)-6-(2-hydroxyethyl)-1-(tetrahydro-2H-pyran-4-yl)-quinazoline-2,4(1H,3H)-dione). Reaction SMILES: [CH3:1][O:2][C:3]1[CH:4]=[C:5]([CH:27]=[CH:28][C:29]=1[O:30][CH3:31])[CH2:6][N:7]1[C:16](=[O:17])[C:15]2[C:10](=[CH:11][CH:12]=[C:13]([CH:18]=[CH2:19])[CH:14]=2)[N:9]([CH:20]2[CH2:25][CH2:24][O:23][CH2:22][CH2:21]2)[C:8]1=[O:26].[OH-:32].[Na+].OO>C1COCC1>[CH3:1][O:2][C:3]1[CH:4]=[C:5]([CH:27]=[CH:28][C:29]=1[O:30][CH3:31])[CH2:6][N:7]1[C:16](=[O:17])[C:15]2[C:10](=[CH:11][CH:12]=[C:13]([CH2:18][CH2:19][OH:32])[CH:14]=2)[N:9]([CH:20]2[CH2:21][CH2:22][O:23][CH2:24][CH2:25]2)[C:8]1=[O:26] |f:1.2|. Procedure details: 0.95 ml of a 1N solution of BH3-THF complex in THF is added, at 0° C., to a mixture of 0.1 g of 3-(3,4-dimethoxybenzyl)-6-ethenyl-1-(tetrahydro-2H-pyran-4-yl)quinazoline-2,4(1H,3H)-dione in 2 ml of THF. The reaction medium is allowed to warm to room temperature and is stirred for 1 hour. 2 ml of 1N sodium hydroxide and then 2 ml of 30% aqueous hydrogen peroxide solution are added. The resulting mixture is refluxed for 1 hour and then extracted with DCM. The organic phase is dried over Na2SO4, fi... The reactants are C(C1=CC=CC=C1)Br (Benzyl bromide), ClC=1SC2=C(N1)C=CC(=C2)O (2-chlorobenzo[d]thiazol-6-ol), C([O-])([O-])=O.[Cs+].[Cs+] (cesium carbonate). Run in CC#N (CH3CN), CCOC(=O)C (EtOAc). Reaction conditions: temperature 70 celsius, time 2 hour. The product is C(C1=CC=CC=C1)OC1=CC2=C(N=C(S2)Cl)C=C1 (6-(benzyloxy)-2-chlorobenzo[d]thiazole). The yield is 93.9%. As a reaction SMILES: [CH2:1](Br)[C:2]1[CH:7]=[CH:6][CH:5]=[CH:4][CH:3]=1.[Cl:9][C:10]1[S:11][C:12]2[CH:18]=[C:17]([OH:19])[CH:16]=[CH:15][C:13]=2[N:14]=1.C(=O)([O-])[O-].[Cs+].[Cs+]>CC#N.CCOC(C)=O>[CH2:1]([O:19][C:17]1[CH:16]=[CH:15][C:13]2[N:14]=[C:10]([Cl:9])[S:11][C:12]=2[CH:18]=1)[C:2]1[CH:7]=[CH:6][CH:5]=[CH:4][CH:3]=1 |f:2.3.4|. Reported procedure: Benzyl bromide (0.921 g, 5.39 mmol) was added to a mixture of 2-chlorobenzo[d]thiazol-6-ol (1.00 g, 5.39 mmol) and cesium carbonate (1.76 g, 5.39 mmol) in CH3CN (15 mL). After 2 h at rt, the reaction mixture was heated to 70° C. overnight. Upon cooling to rt, the reaction mixture was diluted with EtOAc (100 mL) and washed with water (3×75 mL) and brine (75 mL). The EtOAc layer was dried over Na2SO4, filtered, and concentrated under reduced pressure. The material was purified by column chromatogr...